This data is from the Open Reaction Database (ORD), a public repository of structured organic reaction records. The task is: describe an organic reaction: reactants, conditions, products, and yield Starting materials: CC(C)(C)OC(=O)NCC(=O)O, O=c1[nH]c(=O)n(C2CC(Cl)C(CO)O2)cc1C=CBr, ClCCl, On1nnc2ccccc21. Product: CC(C)(C)OC(=O)NCC(=O)OCC1OC(n2cc(C=CBr)c(=O)[nH]c2=O)CC1Cl. RXN SMILES: [C:20](=[O:21])([O:22][C:23]([CH3:24])([CH3:25])[CH3:26])[NH:27][CH2:28][C:29](=[O:30])[OH:31].[Cl:1][CH:2]1[CH2:3][CH:4]([n:9]2[c:10](=[O:11])[nH:12][c:13](=[O:14])[c:15]([CH:17]=[CH:18][Br:19])[cH:16]2)[O:5][CH:6]1[CH2:7][OH:8].[Cl:42][CH2:43][Cl:44].[OH:32][n:33]1[c:34]2[cH:35][cH:36][cH:37][cH:38][c:39]2[n:40][n:41]1>>[Cl:1][CH:2]1[CH2:3][CH:4]([n:9]2[c:10](=[O:11])[nH:12][c:13](=[O:14])[c:15]([CH:17]=[CH:18][Br:19])[cH:16]2)[O:5][CH:6]1[CH2:7][O:8][C:29]([CH2:28][NH:27][C:20](=[O:21])[O:22][C:23]([CH3:24])([CH3:25])[CH3:26])=[O:30].